describe an organic reaction: reactants, conditions, products, and yield From a dataset of the Open Reaction Database (ORD), a public repository of structured organic reaction records. Reactants: C(C)(C)(C)OC(C(C)(C)SC=1SC=C(N1)CC(=O)O)=O ({2-[(2-tert-butoxy-1,1-dimethyl-2-oxoethyl)thio]-1,3-thiazol-4-yl}acetic acid), FC(C(=O)O)(F)F (trifluoroacetic acid), ClC=1C=CC2=C(N=C(O2)N)C1 (5-chloro-1,3-benzoxazol-2-amine). Solvent: ClCCl (dichloromethane). Conditions: time 12 hour. The product is ClC=1C=CC2=C(N=C(O2)NCCC=2N=C(SC2)SC(C(=O)O)(C)C)C1 (2-[(4-{2-[(5-chloro-1,3-benzoxazol-2-yl)amino]ethyl}-1,3-thiazol-2-yl)thio]-2-methylpropionic acid). As a reaction SMILES: C([O:5][C:6](=[O:20])[C:7]([S:10][C:11]1[S:12][CH:13]=[C:14]([CH2:16][C:17](O)=O)[N:15]=1)([CH3:9])[CH3:8])(C)(C)C.[Cl:21][C:22]1[CH:23]=[CH:24][C:25]2[O:29][C:28]([NH2:30])=[N:27][C:26]=2[CH:31]=1.FC(F)(F)C(O)=O>ClCCl>[Cl:21][C:22]1[CH:23]=[CH:24][C:25]2[O:29][C:28]([NH:30][CH2:17][CH2:16][C:14]3[N:15]=[C:11]([S:10][C:7]([CH3:8])([CH3:9])[C:6]([OH:5])=[O:20])[S:12][CH:13]=3)=[N:27][C:26]=2[CH:31]=1. Procedure: The compound obtained using {2-[(2-tert-butoxy-1,1-dimethyl-2-oxoethyl)thio]-1,3-thiazol-4-yl}acetic acid synthesized in Example 3 and 5-chloro-1,3-benzoxazol-2-amine as starting materials and by operations similar to those of Example 242-1 and Example 242-2 was treated with dichloromethane and trifluoroacetic acid, and the mixture was stirred at room temperature for 12 hr. The reaction mixture was concentrated under reduced pressure, and the residue was purified by silica gel chromatography (el... Starting materials: C(C)(C)(C)OC(=O)N(C[C@H](CC)N1C([C@@](C[C@@H]([C@H]1C1=CC=C(C=C1)Cl)C1=CC(=CC=C1)Cl)(C)CC(=O)OC)=O)C(=O)OC(C)(C)C (Methyl 2-((3R,5R,6S)-1-((S)-1-(bis(tert-butoxycarbonyl)amino)butan-2-yl)-5-(3-chlorophenyl)-6-(4-chlorophenyl)-3-methyl-2-oxopiperidin-3-yl)acetate), Cl (HCl). Solvent: O1CCOCC1 (dioxane). The product is NC[C@H](CC)N1C([C@@](C[C@@H]([C@H]1C1=CC=C(C=C1)Cl)C1=CC(=CC=C1)Cl)(C)CC(=O)OC)=O (Methyl 2-((3R,5R,6S)-1-((S)-1-aminobutan-2-yl)-5-(3-chlorophenyl)-6-(4-chlorophenyl)-3-methyl-2-oxopiperidin-3-yl)acetate). RXN SMILES: C(OC([N:8](C(OC(C)(C)C)=O)[CH2:9][C@@H:10]([N:13]1[C@H:18]([C:19]2[CH:24]=[CH:23][C:22]([Cl:25])=[CH:21][CH:20]=2)[C@@H:17]([C:26]2[CH:31]=[CH:30][CH:29]=[C:28]([Cl:32])[CH:27]=2)[CH2:16][C@@:15]([CH2:34][C:35]([O:37][CH3:38])=[O:36])([CH3:33])[C:14]1=[O:39])[CH2:11][CH3:12])=O)(C)(C)C.Cl>O1CCOCC1>[NH2:8][CH2:9][C@@H:10]([N:13]1[C@H:18]([C:19]2[CH:20]=[CH:21][C:22]([Cl:25])=[CH:23][CH:24]=2)[C@@H:17]([C:26]2[CH:31]=[CH:30][CH:29]=[C:28]([Cl:32])[CH:27]=2)[CH2:16][C@@:15]([CH2:34][C:35]([O:37][CH3:38])=[O:36])([CH3:33])[C:14]1=[O:39])[CH2:11][CH3:12]. Procedure details: A solution of methyl 2-((3R,5R,6S)-1-((S)-1-(bis(tert-butoxycarbonyl)amino)butan-2-yl)-5-(3-chlorophenyl)-6-(4-chlorophenyl)-3-methyl-2-oxopiperidin-3-yl)acetate (167 mg, 0.246 mmol) prepared in Step A above in dioxane was stirred with HCl (4M, 0.6 mL) at rt for 2 h. Chromatography on silica gel (0 to 20% MeOH/DCM) gave the title compound. Mass Spectrum (ESI) m/z=477 (M+1). The reactants are ClC1=C(C=CC=C1)NC1=C(C(=CC=2C(=NOC(C21)=O)C)F)F (8-(2-chlorophenylamino)-6,7-difluoro-4-methyl-benzo[d][1,2]oxazin-1-one). The reagents and catalysts are [Zn] (Zn). Solvent: CC(=O)O (AcOH). Yields the product ClC1=C(C=CC=C1)NC=1C(=C(C=C2C(NC(C12)=O)C)F)F (7-(2-chlorophenylamino)-5,6-difluoro-3-methyl-2,3-dihydro-isoindol-1-one). Yield: 73.8%. As a reaction SMILES: [Cl:1][C:2]1[CH:7]=[CH:6][CH:5]=[CH:4][C:3]=1[NH:8][C:9]1[C:18]2[C:17](=O)[O:16][N:15]=[C:14]([CH3:20])[C:13]=2[CH:12]=[C:11]([F:21])[C:10]=1[F:22]>CC(O)=O.[Zn]>[Cl:1][C:2]1[CH:7]=[CH:6][CH:5]=[CH:4][C:3]=1[NH:8][C:9]1[C:10]([F:22])=[C:11]([F:21])[CH:12]=[C:13]2[C:18]=1[C:17](=[O:16])[NH:15][CH:14]2[CH3:20]. Procedure details: A mixture solution of 8-(2-chlorophenylamino)-6,7-difluoro-4-methyl-benzo[d][1,2]oxazin-1-one (26 mg, 0.079 mmol) and Zn (30 mg, 0.46 mmol) in AcOH (2 mL) was heated for 1 hour at 85° C. The reaction mixture was filtered and the solid was washed with additional AcOH. The filtrate was concentrated in vacuo, diluted with EtOAc, and washed with saturated aqueous NaHCO3 and water. The organic layer was dried over MgSO4, filtered, and concentrated in vacuo to give the desired product (18 mg, 74%) tha...